Dataset: the Open Reaction Database (ORD), a public repository of structured organic reaction records. Task: describe an organic reaction: reactants, conditions, products, and yield Reactants: Br, COc1ccc(Oc2c(C)cc([N+](=O)[O-])c3c2CCC3)cc1Cc1ccc(=O)[nH]n1, CC(=O)O, O. The product is Cc1cc([N+](=O)[O-])c2c(c1Oc1ccc(O)c(Cc3ccc(=O)[nH]n3)c1)CCC2. RXN SMILES: [BrH:31].[CH3:1][O:2][c:3]1[c:4]([CH2:5][c:6]2[cH:7][cH:8][c:9](=[O:12])[nH:10][n:11]2)[cH:13][c:14]([O:17][c:18]2[c:19]3[c:23]([c:24]([N+:28](=[O:29])[O-:30])[cH:25][c:26]2[CH3:27])[CH2:22][CH2:21][CH2:20]3)[cH:15][cH:16]1.[CH3:33][C:34](=[O:35])[OH:36].[OH2:32]>>[OH:2][c:3]1[c:4]([CH2:5][c:6]2[cH:7][cH:8][c:9](=[O:12])[nH:10][n:11]2)[cH:13][c:14]([O:17][c:18]2[c:19]3[c:23]([c:24]([N+:28](=[O:29])[O-:30])[cH:25][c:26]2[CH3:27])[CH2:22][CH2:21][CH2:20]3)[cH:15][cH:16]1. Starting materials: CC(C#C)O (but-3-yn-2-ol), C(C)OC=C (ethylvinyl ether), OS(=O)(=O)[O-].[K+] (KHSO4). The reagents and catalysts are C(=O)([O-])[O-].[Na+].[Na+] (Na2CO3). Conditions: time 2 hour. The product is CC(OCC)OC(C)C#C (2-(3-oxa-pent-2-yloxy)-but-3-yne). Yield: 90.9%. As a reaction SMILES: [CH3:1][CH:2]([OH:5])[C:3]#[CH:4].[CH2:6]([O:8][CH:9]=[CH2:10])[CH3:7].OS([O-])(=O)=O.[K+]>C([O-])([O-])=O.[Na+].[Na+]>[CH3:7][CH:6]([O:5][CH:2]([C:3]#[CH:4])[CH3:1])[O:8][CH2:9][CH3:10] |f:2.3,4.5.6|. Reported procedure: A mixture of 200 g of but-3-yn-2-ol and 240 g of ethylvinyl ether was added dropwise, at 30° and under nitrogen atmosphere, to 2 g of previously dried KHSO4. After stirring for 2 hours at 30° the reaction mixture was neutralized with 10 g of Na2CO3, then filtered, the organic phase being finally distilled on a VIGREUX column to give 369 g (91% yield) of 2-(3-oxa-pent-2-yloxy)-but-3-yne having b.p. 31°/16 Torr. Reactants: COC(CCNC(C1=CC=C(C=C1)C(CC(C)(C)C)OC=1C=NC(=C(C1)C)Cl)=O)=O (3-{4-[1-(6-Chloro-5-methyl-pyridin-3-yloxy)-3,3-dimethyl-butyl]-benzoylamino}-propionic acid methyl ester), [F-].[K+] (potassium fluoride), FC(OC1=CC=C(C=C1)B(O)O)(F)F (4-trifluoromethoxyphenyl boronic acid). The reagents and catalysts are C=1C=CC(=CC1)[P](C=2C=CC=CC2)(C=3C=CC=CC3)[Pd]([P](C=4C=CC=CC4)(C=5C=CC=CC5)C=6C=CC=CC6)([P](C=7C=CC=CC7)(C=8C=CC=CC8)C=9C=CC=CC9)[P](C=1C=CC=CC1)(C=1C=CC=CC1)C=1C=CC=CC1 (tetrakis(triphenylphosphine)palladium). Product: COC(CCNC(C1=CC=C(C=C1)C(CC(C)(C)C)OC=1C=NC(=C(C1)C)C1=CC=C(C=C1)OC(F)(F)F)=O)=O (3-(4-{3,3-Dimethyl-1-[5-methyl-6-(4-trifluoromethoxy-phenyl)-pyridin-3-yloxy]-butyl}-benzoylamino)-propionic acid methyl ester). The yield is 85.6%. Reaction SMILES: [CH3:1][O:2][C:3](=[O:30])[CH2:4][CH2:5][NH:6][C:7](=[O:29])[C:8]1[CH:13]=[CH:12][C:11]([CH:14]([O:20][C:21]2[CH:22]=[N:23][C:24](Cl)=[C:25]([CH3:27])[CH:26]=2)[CH2:15][C:16]([CH3:19])([CH3:18])[CH3:17])=[CH:10][CH:9]=1.[F-].[K+].[F:33][C:34]([F:46])([F:45])[O:35][C:36]1[CH:41]=[CH:40][C:39](B(O)O)=[CH:38][CH:37]=1>C1C=CC([P]([Pd]([P](C2C=CC=CC=2)(C2C=CC=CC=2)C2C=CC=CC=2)([P](C2C=CC=CC=2)(C2C=CC=CC=2)C2C=CC=CC=2)[P](C2C=CC=CC=2)(C2C=CC=CC=2)C2C=CC=CC=2)(C2C=CC=CC=2)C2C=CC=CC=2)=CC=1>[CH3:1][O:2][C:3](=[O:30])[CH2:4][CH2:5][NH:6][C:7](=[O:29])[C:8]1[CH:13]=[CH:12][C:11]([CH:14]([O:20][C:21]2[CH:22]=[N:23][C:24]([C:39]3[CH:38]=[CH:37][C:36]([O:35][C:34]([F:33])([F:45])[F:46])=[CH:41][CH:40]=3)=[C:25]([CH3:27])[CH:26]=2)[CH2:15][C:16]([CH3:19])([CH3:18])[CH3:17])=[CH:10][CH:9]=1 |f:1.2,^1:50,52,71,90|. Procedure details: 3-{4-[1-(6-Chloro-5-methyl-pyridin-3-yloxy)-3,3-dimethyl-butyl]-benzoylamino}-propionic acid methyl ester (200 mg, 0.46 mmol), potassium fluoride (80 mg, 1.38 mmol), 4-trifluoromethoxyphenyl boronic acid (190 mg, 0.92 mmol) and tetrakis(triphenylphosphine)palladium (53 mg, 0.046 mmol) are placed in a flask. After the reaction is purged with N2 for several times, THF/H2O (20 ml/5 ml) is added. The resulting solution is refluxed overnight, loaded on silica gel, eluted with hexane and ethyl acetate... Reactants: CC(C[C@@H](C(=O)OC(C)(C)C)NS(=O)(=O)C)C ((S)-tert-Butyl 4-methyl-2-(methylsulfonamido)pentanoate). Solvent: Cl (HCl), O1CCOCC1 (dioxane). Run at time 8 hour. Product: CC(C[C@@H](C(=O)O)NS(=O)(=O)C)C ((S)-4-methyl-2-(methylsulfonamido)pentanoic acid). As a reaction SMILES: [CH3:1][CH:2]([CH3:17])[CH2:3][C@H:4]([NH:12][S:13]([CH3:16])(=[O:15])=[O:14])[C:5]([O:7]C(C)(C)C)=[O:6]>Cl.O1CCOCC1>[CH3:1][CH:2]([CH3:17])[CH2:3][C@H:4]([NH:12][S:13]([CH3:16])(=[O:15])=[O:14])[C:5]([OH:7])=[O:6]. Procedure details: (S)-tert-Butyl 2-amino-4-methylpentanoate hydrochloride (1.53 g, 6.84 mmol) was dissolved in dichloromethane and triethylamine (3.15 mL, 22.57 mmol). Methanesulfonyl chloride (0.638 mL, 8.21 mmol) was added dropwise, and the reaction stirred at room temperature for 1 hour. The reaction was quenched with saturated aqueous NaHCO3 and extracted with dichloromethane (3×50 mL). The solvent was removed in vacuo to give (S)-tert-butyl 4-methyl-2-(methylsulfonamido)pentanoate: 1H NMR (300 MHz, CDCl3) δ ... Reactants: CC(C)(C)O, CC=C(C)C, O=Cc1c(COc2ccc3ccccc3c2)n(CCCC(=O)NS(=O)(=O)C(F)(F)F)c2ccc(NC(=O)C3CCCC3)cc12, O. Product: O=C(CCCn1c(COc2ccc3ccccc3c2)c(C(=O)O)c2cc(NC(=O)C3CCCC3)ccc21)NS(=O)(=O)C(F)(F)F. Reaction SMILES: [C:45]([CH3:46])([CH3:47])([CH3:48])[OH:49].[CH3:50][C:51](=[CH:52][CH3:53])[CH3:54].[CH:1](=[O:2])[c:3]1[c:4]([CH2:33][O:34][c:35]2[cH:36][c:37]3[cH:38][cH:39][cH:40][cH:41][c:42]3[cH:43][cH:44]2)[n:5]([CH2:20][CH2:21][CH2:22][C:23]([NH:24][S:25](=[O:26])(=[O:27])[C:28]([F:29])([F:30])[F:31])=[O:32])[c:6]2[cH:7][cH:8][c:9]([NH:12][C:13](=[O:14])[CH:15]3[CH2:16][CH2:17][CH2:18][CH2:19]3)[cH:10][c:11]12.[OH2:55]>>[C:1](=[O:2])([c:3]1[c:4]([CH2:33][O:34][c:35]2[cH:36][c:37]3[cH:38][cH:39][cH:40][cH:41][c:42]3[cH:43][cH:44]2)[n:5]([CH2:20][CH2:21][CH2:22][C:23]([NH:24][S:25](=[O:26])(=[O:27])[C:28]([F:29])([F:30])[F:31])=[O:32])[c:6]2[cH:7][cH:8][c:9]([NH:12][C:13](=[O:14])[CH:15]3[CH2:16][CH2:17][CH2:18][CH2:19]3)[cH:10][c:11]12)[OH:49]. Starting materials: CCOP(=O)(CC#N)OCC, [Cl-], Cn1cc2c(C=O)ccc(Cl)c2n1, [H-], [NH4+], [Na+], C1CCOC1. Yields the product Cn1cc2c(C=CC#N)ccc(Cl)c2n1. As a reaction SMILES: [C:1](#[N:2])[CH2:3][P:4](=[O:5])([O:6][CH2:7][CH3:8])[O:9][CH2:10][CH3:11].[Cl-:32].[Cl:14][c:15]1[cH:16][cH:17][c:18]([CH:25]=[O:26])[c:19]2[cH:20][n:21]([CH3:24])[n:22][c:23]12.[H-:12].[NH4+:33].[Na+:13].[O:27]1[CH2:28][CH2:29][CH2:30][CH2:31]1>>[C:1](#[N:2])[CH:3]=[CH:25][c:18]1[cH:17][cH:16][c:15]([Cl:14])[c:23]2[c:19]1[cH:20][n:21]([CH3:24])[n:22]2.